Dataset: the Open Reaction Database (ORD), a public repository of structured organic reaction records. Task: describe an organic reaction: reactants, conditions, products, and yield Starting materials: CC1=NC(=NO1)C1=CC=C(C=C1)O (4-(5-methyl-[1,2,4]oxadiazol-3-yl)-phenol), C(C)(C)(C)OC(=O)N1CCC(CC1)N1N=CC=2C1=NC=NC2Cl (4-(4-chloro-pyrazolo[3,4-d]pyrimidin-1-yl)-piperidine-1-carboxylic acid tert-butyl ester), C(C)(C)(C)OC(=O)N1CCC(CC1)N1N=CC=2C1=NC=NC2Cl (4-(4-chloro-pyrazolo[3,4-d]pyrimidin-1-yl)-piperidine-1-carboxylic acid tert-butyl ester), C([O-])([O-])=O.[K+].[K+] (potassium carbonate), C([O-])([O-])=O.[Na+].[Na+] (sodium carbonate). Solvent: CN(C=O)C (dimethylformamide). Conditions: temperature 160 celsius. The product is C(C)(C)(C)OC(=O)N1CCC(CC1)N1N=CC=2C1=NC=NC2OC2=CC=C(C=C2)C2=NOC(=N2)C (4-{4-[4-(5-methyl-[1,2,4]oxadiazol-3-yl)-phenoxy]-pyrazolo[3,4-d]pyrimidin-1-yl}-piperidine-1-carboxylic acid tert-butyl ester). Isolated yield 20.0%. Reaction SMILES: [CH3:1][C:2]1[O:6][N:5]=[C:4]([C:7]2[CH:12]=[CH:11][C:10]([OH:13])=[CH:9][CH:8]=2)[N:3]=1.[C:14]([O:18][C:19]([N:21]1[CH2:26][CH2:25][CH:24]([N:27]2[C:31]3=[N:32][CH:33]=[N:34][C:35](Cl)=[C:30]3[CH:29]=[N:28]2)[CH2:23][CH2:22]1)=[O:20])([CH3:17])([CH3:16])[CH3:15].C(=O)([O-])[O-].[K+].[K+].C(=O)([O-])[O-].[Na+].[Na+]>CN(C)C=O>[C:14]([O:18][C:19]([N:21]1[CH2:22][CH2:23][CH:24]([N:27]2[C:31]3=[N:32][CH:33]=[N:34][C:35]([O:13][C:10]4[CH:11]=[CH:12][C:7]([C:4]5[N:3]=[C:2]([CH3:1])[O:6][N:5]=5)=[CH:8][CH:9]=4)=[C:30]3[CH:29]=[N:28]2)[CH2:25][CH2:26]1)=[O:20])([CH3:17])([CH3:15])[CH3:16] |f:2.3.4,5.6.7|. Reported procedure: A mixture of 4-(5-methyl-[1,2,4]oxadiazol-3-yl)-phenol (Enamine Ltd., Kiev, Ukraine; 32 mg, 0.178 mmol), 4-(4-chloro-pyrazolo[3,4-d]pyrimidin-1-yl)-piperidine-1-carboxylic acid tert-butyl ester (Intermediate 19; 60 mg, 0.178 mmol), and potassium carbonate (54 mg, 0.391 mmol) in dimethylformamide (1 mL) was heated in a microwave oven at 160° C. for 10 min. Saturated sodium carbonate solution was added to the reaction mixture, and the mixture was then filtered through a pad of silica gel to remove... Starting materials: FC1=C(CSC2=NC(=CC(=N2)NS(=O)(=O)N2CCN(CC2)C(=O)OCCCC)OCCCO)C=CC=C1F (butyl 4-({[2-[(2,3-difluorobenzyl)thio]-6-(3-hydroxypropoxy)pyrimidin-4-yl]amino}sulfonyl)piperazine-1-carboxylate), product, C(=O)(C(F)(F)F)O (TFA). Solvent: C(Cl)Cl (DCM). Reaction conditions: time 18 hour. Yields the product FC1=C(CSC2=NC(=CC(=N2)NS(=O)(=O)N2CCNCC2)OCCCO)C=CC=C1F (N-[2-[(2,3-Difluorobenzyl)thio]-6-(3-hydroxypropoxy)pyrimidin-4-yl]piperazine-1-sulfonamide). Reaction SMILES: [F:1][C:2]1[C:37]([F:38])=[CH:36][CH:35]=[CH:34][C:3]=1[CH2:4][S:5][C:6]1[N:11]=[C:10]([NH:12][S:13]([N:16]2[CH2:21][CH2:20][N:19](C(OCCCC)=O)[CH2:18][CH2:17]2)(=[O:15])=[O:14])[CH:9]=[C:8]([O:29][CH2:30][CH2:31][CH2:32][OH:33])[N:7]=1.C(O)(C(F)(F)F)=O>C(Cl)Cl>[F:1][C:2]1[C:37]([F:38])=[CH:36][CH:35]=[CH:34][C:3]=1[CH2:4][S:5][C:6]1[N:11]=[C:10]([NH:12][S:13]([N:16]2[CH2:21][CH2:20][NH:19][CH2:18][CH2:17]2)(=[O:15])=[O:14])[CH:9]=[C:8]([O:29][CH2:30][CH2:31][CH2:32][OH:33])[N:7]=1. Procedure details: To a solution of tent-butyl 4-({[2-[(2,3-difluorobenzyl)thio]-6-(3-hydroxypropoxy)pyrimidin-4-yl]amino}sulfonyl)piperazine-1-carboxylate (the product from step ii), 0.83 g) in DCM (5 ml) was added TFA (5 ml) slowly. The reaction was then stirred at room temperature for 18 h. The reaction was reduced in vacuo and the residue purified by prep HPLC to give the title compound as a white solid. Yield 160 mg